Dataset: the Open Reaction Database (ORD), a public repository of structured organic reaction records. Task: describe an organic reaction: reactants, conditions, products, and yield Reactants: C1CCOC1, COC(=O)c1cccc(Cc2ccccc2)c1, COP(C)(=O)OC, [Li]CCCC. The product is COP(=O)(CC(=O)c1cccc(Cc2ccccc2)c1)OC. Reaction SMILES: [CH2:30]1[O:31][CH2:32][CH2:33][CH2:34]1.[CH3:13][O:14][C:15]([c:16]1[cH:17][c:18]([CH2:22][c:23]2[cH:24][cH:25][cH:26][cH:27][cH:28]2)[cH:19][cH:20][cH:21]1)=[O:29].[CH3:1][O:2][P:3]([O:4][CH3:5])(=[O:6])[CH3:7].[CH3:8][CH2:9][CH2:10][CH2:11][Li:12]>>[CH3:1][O:2][P:3]([O:4][CH3:5])(=[O:6])[CH2:7][C:15](=[O:14])[c:16]1[cH:17][c:18]([CH2:22][c:23]2[cH:24][cH:25][cH:26][cH:27][cH:28]2)[cH:19][cH:20][cH:21]1. The reactants are Cl, CC(C)(C)ON=O, COc1ccc2nc(N)sc2c1, CN(C)C=O, c1ccc2scnc2c1. Yields the product COc1ccc2ncsc2c1. Reaction SMILES: [ClH:29].[N:13]([O:14][C:15]([CH3:16])([CH3:17])[CH3:18])=[O:19].[NH2:1][c:2]1[s:3][c:4]2[c:5]([n:6]1)[cH:7][cH:8][c:9]([O:11][CH3:12])[cH:10]2.[O:30]=[CH:31][N:32]([CH3:33])[CH3:34].[cH:20]1[cH:21][c:22]2[c:23]([s:24][cH:25][n:26]2)[cH:27][cH:28]1>>[cH:2]1[s:3][c:4]2[c:5]([n:6]1)[cH:7][cH:8][c:9]([O:11][CH3:12])[cH:10]2. Starting materials: C(C)OC(CC(CCC)N1C(NC2=C1C=CC=C2)=O)=O (3-(2-oxo-2,3-dihydro-benzimidazol-1-yl)-hexanoic acid ethyl ester), ClC1=C2C(=C(N(C2=C(C=C1)C[N+](C)(C)C)C)C)C ((4-chloro-1,2,3-trimethyl-1H-indol-7-ylmethyl)-trimethyl-ammonium), C([O-])([O-])=O.[K+].[K+] (potassium carbonate), [I-] (iodide). Run in CN(C)C=O (DMF), O (water), C(C)(=O)OCC (ethyl acetate). Conditions: temperature 100 celsius. The product is C(C)OC(CC(CCC)N1C(N(C2=C1C=CC=C2)CC=2C=CC(=C1C(=C(N(C21)C)C)C)Cl)=O)=O (3-[3-(4-Chloro-1,2,3-trimethyl-1H-indol-7-ylmethyl)-2-oxo-2,3-dihydro-benzimidazol-1-yl]-hexanoic acid ethyl ester). The yield is 15.0%. Reaction SMILES: [CH2:1]([O:3][C:4](=[O:20])[CH2:5][CH:6]([N:10]1[C:14]2[CH:15]=[CH:16][CH:17]=[CH:18][C:13]=2[NH:12][C:11]1=[O:19])[CH2:7][CH2:8][CH3:9])[CH3:2].[Cl:21][C:22]1[CH:30]=[CH:29][C:28]([CH2:31][N+](C)(C)C)=[C:27]2[C:23]=1[C:24]([CH3:38])=[C:25]([CH3:37])[N:26]2[CH3:36].[I-].C(=O)([O-])[O-].[K+].[K+]>CN(C=O)C.O.C(OCC)(=O)C>[CH2:1]([O:3][C:4](=[O:20])[CH2:5][CH:6]([N:10]1[C:14]2[CH:15]=[CH:16][CH:17]=[CH:18][C:13]=2[N:12]([CH2:31][C:28]2[CH:29]=[CH:30][C:22]([Cl:21])=[C:23]3[C:27]=2[N:26]([CH3:36])[C:25]([CH3:37])=[C:24]3[CH3:38])[C:11]1=[O:19])[CH2:7][CH2:8][CH3:9])[CH3:2] |f:3.4.5|. Procedure: To a stirred solution of 3-(2-oxo-2,3-dihydro-benzimidazol-1-yl)-hexanoic acid ethyl ester (93 mg, 0.34 mmol) in DMF (10 ml) was added (4-chloro-1,2,3-trimethyl-1H-indol-7-ylmethyl)-trimethyl-ammonium; iodide (132 mg, 0.34 mmol) followed by potassium carbonate (140 mg, 1.01 mmol). The resulting mixture was warmed at 100° C. over night and cooled to ambient temperature. The reaction was diluted with water and ethyl acetate. The layers were separated and the organic phase was dried (MgSO4), filter...